Dataset: the Open Reaction Database (ORD), a public repository of structured organic reaction records. Task: describe an organic reaction: reactants, conditions, products, and yield Starting materials: CC(C)(C)OC(=O)CBr, O=C([O-])[O-], CN(C)C=O, CCC12CCC(=O)C=C1c1c(cc(O)c(Cl)c1Cl)C2, [K+], [K+], O. The product is CCC12CCC(=O)C=C1c1c(cc(OCC(=O)OC(C)(C)C)c(Cl)c1Cl)C2. RXN SMILES: [Br:20][CH2:21][C:22](=[O:23])[O:24][C:25]([CH3:26])([CH3:27])[CH3:28].[C:29](=[O:30])([O-:31])[O-:32].[CH3:35][N:36]([CH3:37])[CH:38]=[O:39].[Cl:1][c:2]1[c:3]2[c:11]([cH:12][c:13]([OH:16])[c:14]1[Cl:15])[CH2:10][C:9]1([CH2:17][CH3:18])[C:4]2=[CH:5][C:6](=[O:19])[CH2:7][CH2:8]1.[K+:33].[K+:34].[OH2:40]>>[Cl:1][c:2]1[c:3]2[c:11]([cH:12][c:13]([O:16][CH2:21][C:22](=[O:23])[O:24][C:25]([CH3:26])([CH3:27])[CH3:28])[c:14]1[Cl:15])[CH2:10][C:9]1([CH2:17][CH3:18])[C:4]2=[CH:5][C:6](=[O:19])[CH2:7][CH2:8]1. Reactants: [K] (potassium), BrC1=C2C(C(=O)NC2=O)=C(C(=C1Br)Br)Br (3,4,5,6-tetrabromophthalimide), ClC1=C(C(=C(C(=C1C(=O)Cl)Cl)Cl)Cl)Cl (Pentachlorobenzoyl chloride). Solvent: O1CCOCC1 (dioxane). Yields the product ClC1=C(C(=C(C(=C1C(=O)N1C(C=2C(C1=O)=C(C(=C(C2Br)Br)Br)Br)=O)Cl)Cl)Cl)Cl (N-(pentachlorobenzoyl)-3,4,5,6-tetrabromophthalimide). As a reaction SMILES: [K].[Br:2][C:3]1[C:13]([Br:14])=[C:12]([Br:15])[C:11]([Br:16])=[C:5]2[C:6]([NH:8][C:9](=[O:10])[C:4]=12)=[O:7].[Cl:17][C:18]1[C:23]([C:24](Cl)=[O:25])=[C:22]([Cl:27])[C:21]([Cl:28])=[C:20]([Cl:29])[C:19]=1[Cl:30]>O1CCOCC1>[Cl:17][C:18]1[C:23]([C:24]([N:8]2[C:9](=[O:10])[C:4]3=[C:3]([Br:2])[C:13]([Br:14])=[C:12]([Br:15])[C:11]([Br:16])=[C:5]3[C:6]2=[O:7])=[O:25])=[C:22]([Cl:27])[C:21]([Cl:28])=[C:20]([Cl:29])[C:19]=1[Cl:30] |^1:0|. Reported procedure: The potassium salt of 3,4,5,6-tetrabromophthalimide (0.10 mole) and dioxane (1200 ml) are charged into a glass reaction vessel equipped with a mechanical stirrer, thermometer and reflux condenser. Pentachlorobenzoyl chloride (0.10 mole) is then added dropwise, with stirring, to the reaction mixture at room temperature. After the addition is completed the reaction mixture is heated at reflux for a period of about 1 hour. After this time the reaction mixture is filtered and the filtrate is strippe... Reactants: OCCN1C(CCC1)=O (1-(2-hydroxyethyl)-2-pyrrolidone), C(CCCCCCCC)Br (n-nonylbromide), [OH-].[K+] (potassium hydroxide). Run in CS(=O)C (dimethyl sulfoxide). Yields the product C(CCCCCCCC)OCCN1C(CCC1)=O (1-[2-(n-nonyloxy) ethyl] azacyclopentane-2-one). The yield is 92.9%. RXN SMILES: [OH:1][CH2:2][CH2:3][N:4]1[CH2:8][CH2:7][CH2:6][C:5]1=[O:9].[CH2:10](Br)[CH2:11][CH2:12][CH2:13][CH2:14][CH2:15][CH2:16][CH2:17][CH3:18].[OH-].[K+]>CS(C)=O>[CH2:10]([O:1][CH2:2][CH2:3][N:4]1[CH2:8][CH2:7][CH2:6][C:5]1=[O:9])[CH2:11][CH2:12][CH2:13][CH2:14][CH2:15][CH2:16][CH2:17][CH3:18] |f:2.3|. Reported procedure: 1.29 g of 1-(2-hydroxyethyl)-2-pyrrolidone, 4.14 g of n-nonylbromide, 2.24 g of potassium hydroxide in a powder state and 30 ml of dimethyl sulfoxide were mixed together and agitated at room temperature for a whole day. The resulting reaction mixture was extracted with dichloromethane, after which the thus obtained extract was washed with water, dried, feed from the solvent by distillation off and then finally distilled to obtain 2.37 g of colorless 1-[2-(n-nonyloxy) ethyl] azacyclopentane-2-one...